Dataset: the Open Reaction Database (ORD), a public repository of structured organic reaction records. Task: describe an organic reaction: reactants, conditions, products, and yield The reactants are COC(=O)C=1C=C(C=CC1C(=O)OC)C1=CC(=CC=C1)N (3′-amino-[1,1′-biphenyl]-3,4-dicarboxylic acid dimethyl ester), C(C)(C)(C)OC(=O)N(C[C@@H](C1=CC(=CC=C1)Cl)O[Si](C)(C)C(C)(C)C)CC=O ((R)-[(tert-butoxycarbonyl)-[2-(tert-butyldimethylsilanoxy)-2-(3-chlorophenyl)ethyl]amino]-acetaldehyde). Yields the product COC(=O)C=1C=C(C=CC1C(=O)OC)C1=CC(=CC=C1)NCCN(C(=O)OC(C)(C)C)C[C@H](O[Si](C)(C)C(C)(C)C)C1=CC(=CC=C1)Cl ((R)-3′-[[2-[[2-(3-Chlorophenyl)-2-[[(tert-butyl)dimethylsilyl]oxy]ethyl][(tert-butoxy)carbonyl]amino]ethyl]amino]-[1,1′-biphenyl]-3,4-dicarboxylic acid dimethyl ester). As a reaction SMILES: [CH3:1][O:2][C:3]([C:5]1[CH:6]=[C:7]([C:15]2[CH:20]=[CH:19][CH:18]=[C:17]([NH2:21])[CH:16]=2)[CH:8]=[CH:9][C:10]=1[C:11]([O:13][CH3:14])=[O:12])=[O:4].[C:22]([O:26][C:27]([N:29]([CH2:47][CH:48]=O)[CH2:30][C@H:31]([O:39][Si:40]([C:43]([CH3:46])([CH3:45])[CH3:44])([CH3:42])[CH3:41])[C:32]1[CH:37]=[CH:36][CH:35]=[C:34]([Cl:38])[CH:33]=1)=[O:28])([CH3:25])([CH3:24])[CH3:23]>>[CH3:1][O:2][C:3]([C:5]1[CH:6]=[C:7]([C:15]2[CH:20]=[CH:19][CH:18]=[C:17]([NH:21][CH2:48][CH2:47][N:29]([CH2:30][C@@H:31]([C:32]3[CH:37]=[CH:36][CH:35]=[C:34]([Cl:38])[CH:33]=3)[O:39][Si:40]([C:43]([CH3:44])([CH3:45])[CH3:46])([CH3:42])[CH3:41])[C:27]([O:26][C:22]([CH3:23])([CH3:24])[CH3:25])=[O:28])[CH:16]=2)[CH:8]=[CH:9][C:10]=1[C:11]([O:13][CH3:14])=[O:12])=[O:4]. Procedure details: Electrospray MS (positive ion): (M+H) 697.6; from 3′-amino-[1,1′-biphenyl]-3,4-dicarboxylic acid dimethyl ester (580 mg) and (R)-[(tert-butoxycarbonyl)-[2-(tert-butyldimethylsilanoxy)-2-(3-chlorophenyl)ethyl]amino]-acetaldehyde (1.5 g).